Dataset: the Open Reaction Database (ORD), a public repository of structured organic reaction records. Task: describe an organic reaction: reactants, conditions, products, and yield Yield: 103.5%. Procedure details: To a mixture of sodium hydride (60%, 2.1 g) in DMF (35 mL) was added benzylalcohol (5.61 g) at 0° C., and the mixture was stirred for 30 min. 3-Fluoro-4-(2-methyl-1,3-oxazol-5-yl)benzonitrile (3.50 g) was added to this reaction mixture at 0° C., and the mixture was stirred at room temperature for 1 hr, and diluted with water. The resultant precipitate was collected by filtration and washed with water to give the title compound (5.20 g). Run in O (water), CN(C)C=O (DMF). Starting materials: C(C1=CC=CC=C1)O (benzylalcohol), [H-].[Na+] (sodium hydride), FC=1C=C(C#N)C=CC1C1=CN=C(O1)C (3-Fluoro-4-(2-methyl-1,3-oxazol-5-yl)benzonitrile). Run at time 30 minute. Reaction SMILES: [H-].[Na+].[CH2:3]([OH:10])[C:4]1[CH:9]=[CH:8][CH:7]=[CH:6][CH:5]=1.F[C:12]1[CH:13]=[C:14]([CH:17]=[CH:18][C:19]=1[C:20]1[O:24][C:23]([CH3:25])=[N:22][CH:21]=1)[C:15]#[N:16]>CN(C=O)C.O>[CH2:3]([O:10][C:18]1[CH:17]=[C:14]([CH:13]=[CH:12][C:19]=1[C:20]1[O:24][C:23]([CH3:25])=[N:22][CH:21]=1)[C:15]#[N:16])[C:4]1[CH:9]=[CH:8][CH:7]=[CH:6][CH:5]=1 |f:0.1|. Yields the product C(C1=CC=CC=C1)OC=1C=C(C#N)C=CC1C1=CN=C(O1)C (3-(benzyloxy)-4-(2-methyl-1,3-oxazol-5-yl)benzonitrile). Reactants: C(CO)(=O)O (glycolic acid), C(C=CC1=CC=CC=C1)(=O)Cl (cinnamoyl chloride), Cl (hydrochloric acid). Run in C([O-])(O)=O.[Na+] (sodium bicarbonate), N1=CC=CC=C1 (pyridine). Product: C(C=CC1=CC=CC=C1)(=O)OCC(=O)O (2-cinnamoyloxyacetic acid). Yield: 25.2%. Reaction SMILES: [C:1]([OH:5])(=[O:4])[CH2:2][OH:3].[C:6](Cl)(=[O:15])[CH:7]=[CH:8][C:9]1[CH:14]=[CH:13][CH:12]=[CH:11][CH:10]=1.Cl>N1C=CC=CC=1.C(=O)(O)[O-].[Na+]>[C:6]([O:3][CH2:2][C:1]([OH:5])=[O:4])(=[O:15])[CH:7]=[CH:8][C:9]1[CH:14]=[CH:13][CH:12]=[CH:11][CH:10]=1 |f:4.5|. Procedure: To a solution of glycolic acid (15.2 g.) in pyridine (100ml.) was added cinnamoyl chloride (33.4 g.) with stirring under cooling. The reaction mixture was stirred at room temperature for 5 hours and concentrated under reduced pressure at 50° to 60° C. The residue was adjusted to pH 1 with concentrated hydrocloric acid and extracted with ether. The extract was washed with water and a sodium chloride aqueous solution, in turn and concentrated under reduced pressure to give colorless crystals (45 g...